Task: describe an organic reaction: reactants, conditions, products, and yield. Dataset: the Open Reaction Database (ORD), a public repository of structured organic reaction records Reactants: Cl.ClC=1C=NC(NC1)=O (5-chloropyrimidin-2-one hydrochloride), CC1=CC=C(C=C1)C(=O)CBr (2-bromo-4-methylacetophenone). Solvent: C(C)N(CC)CC (triethylamine), C(C)O (ethanol). Yields the product ClC=1C=NC(N(C1)CC(=O)C1=CC=C(C=C1)C)=O (5-Chloro-1-(4-methylphenacyl)pyrimidin-2-one). As a reaction SMILES: Cl.[Cl:2][C:3]1[CH:4]=[N:5][C:6](=[O:9])[NH:7][CH:8]=1.[CH3:10][C:11]1[CH:16]=[CH:15][C:14]([C:17]([CH2:19]Br)=[O:18])=[CH:13][CH:12]=1>C(N(CC)CC)C.C(O)C>[Cl:2][C:3]1[CH:4]=[N:5][C:6](=[O:9])[N:7]([CH2:19][C:17]([C:14]2[CH:15]=[CH:16][C:11]([CH3:10])=[CH:12][CH:13]=2)=[O:18])[CH:8]=1 |f:0.1|. Procedure details: A suspension of 5-chloropyrimidin-2-one hydrochloride (501 mg) and 2-bromo-4-methylacetophenone (638 mg) in triethylamine (1 ml) and ethanol (20 ml) was stirred at ambient temperature for one and three quarter hours, then cooled and the solid filtered off. The filtrate was evaporated, the residue was diluted with water (100 ml) and the product was extracted with ethyl acetate (3×50 ml). This was combined with the solid and crystallised from acetone: yield 306 mg, m.p. 214°-217° dec: λmaxEtOH 253... Reactants: Cc1ccccc1CN(Cc1ccccc1C)C(Cc1cc(F)cc(F)c1)C(O)C1CCCCN1C(=O)OC(C)(C)C, CO, [H][H], [OH-], [OH-], [Pd+2]. Product: CC(C)(C)OC(=O)N1CCCCC1C(O)C(N)Cc1cc(F)cc(F)c1. As a reaction SMILES: [C:1]([CH3:2])([CH3:3])([CH3:4])[O:5][C:6](=[O:7])[N:8]1[CH:9]([CH:14]([CH:15]([CH2:16][c:17]2[cH:18][c:19]([F:24])[cH:20][c:21]([F:23])[cH:22]2)[N:25]([CH2:26][c:27]2[cH:28][cH:29][cH:30][cH:31][c:32]2[CH3:33])[CH2:34][c:35]2[cH:36][cH:37][cH:38][cH:39][c:40]2[CH3:41])[OH:42])[CH2:10][CH2:11][CH2:12][CH2:13]1.[CH3:48][OH:49].[H:43][H:44].[OH-:45].[OH-:47].[Pd+2:46]>>[C:1]([CH3:2])([CH3:3])([CH3:4])[O:5][C:6](=[O:7])[N:8]1[CH:9]([CH:14]([CH:15]([CH2:16][c:17]2[cH:18][c:19]([F:24])[cH:20][c:21]([F:23])[cH:22]2)[NH2:25])[OH:42])[CH2:10][CH2:11][CH2:12][CH2:13]1. Reactants: FC1=CC=C(COC2=CC=C(C(=O)N3CCN(CC3)CC(C)C)C=C2)C=C1 (1-[4-(4-fluorobenzyloxy)benzoyl]-4-isobutylpiperazine), Cl.Cl.C(C(C)C)N1CCNCC1 (1-isobutylpiperazine dihydrochloride), hydrochloride salt. Product: Cl.FC1=CC=C(COC2=CC=C(C(=O)N3CCN(CC3)CC(C)C)C=C2)C=C1 (1-[4-(4-fluorobenzyloxy)benzoyl]-4-isobutylpiperazine hydrochloride). RXN SMILES: [F:1][C:2]1[CH:27]=[CH:26][C:5]([CH2:6][O:7][C:8]2[CH:25]=[CH:24][C:11]([C:12]([N:14]3[CH2:19][CH2:18][N:17]([CH2:20][CH:21]([CH3:23])[CH3:22])[CH2:16][CH2:15]3)=[O:13])=[CH:10][CH:9]=2)=[CH:4][CH:3]=1.[ClH:28].Cl.C(N1CCNCC1)C(C)C>>[ClH:28].[F:1][C:2]1[CH:3]=[CH:4][C:5]([CH2:6][O:7][C:8]2[CH:25]=[CH:24][C:11]([C:12]([N:14]3[CH2:15][CH2:16][N:17]([CH2:20][CH:21]([CH3:22])[CH3:23])[CH2:18][CH2:19]3)=[O:13])=[CH:10][CH:9]=2)=[CH:26][CH:27]=1 |f:1.2.3,4.5|. Reported procedure: As in the case of Example 22 which will be explained later, 1-[4-(4-fluorobenzyloxy)benzoyl]-4-isobutylpiperazine (compound of Example 5) (1.52 g) was converted into the corresponding hydrochloride salt, thereby yielding 1.65 g of the aimed compound. Starting materials: IC1=CC(N(N=C1)C1OCCCC1)=O (5-iodo-2-(tetrahydro-pyran-2-yl)-2H-pyridazin-3-one), ClC1=C(C=CC(=C1)OC)O (2-chloro-4-methoxy-phenol), IC1=CC(N(N=C1)C1OCCCC1)=O (5-iodo-2-(tetrahydro-pyran-2-yl)-2H-pyridazin-3-one), IC1=CC(N(N=C1)C1OCCCC1)=O (5-iodo-2-(tetrahydro-pyran-2-yl)-2H-pyridazin-3-one). Yields the product ClC1=C(OC2=CC(NN=C2)=O)C=CC(=C1)OC (5-(2-chloro-4-methoxy-phenoxy)-2H-pyridazin-3-one). As a reaction SMILES: I[C:2]1[CH:7]=[N:6][N:5](C2CCCCO2)[C:4](=[O:14])[CH:3]=1.[Cl:15][C:16]1[CH:21]=[C:20]([O:22][CH3:23])[CH:19]=[CH:18][C:17]=1[OH:24]>>[Cl:15][C:16]1[CH:21]=[C:20]([O:22][CH3:23])[CH:19]=[CH:18][C:17]=1[O:24][C:2]1[CH:7]=[N:6][NH:5][C:4](=[O:14])[CH:3]=1. Procedure details: In an analogous manner to the stepwise sequence outlined in Intermediate 18, starting from 5-iodo-2-(tetrahydro-pyran-2-yl)-2H-pyridazin-3-one (Intermediate 18, step 2) and 2-chloro-4-methoxy-phenol afforded 5-(2-chloro-4-methoxy-phenoxy)-2H-pyridazin-3-one which was then reacted in an analogous manner to that outlined in the synthesis of Intermediate 19 (steps 4 and 5) alkylating with 2-bromo-3-cyclohexyl-propionic acid methyl ester (Intermediate 12) which afforded the lithium salt of 2-[4-(2-c... The reactants are CCCC(=O)c1ccccc1, Cl, CC(C)(C)ON=O, C1CCOC1. The product is CCC(=NO)C(=O)c1ccccc1. Reaction SMILES: [C:1]([CH2:2][CH2:3][CH3:4])(=[O:5])[c:6]1[cH:7][cH:8][cH:9][cH:10][cH:11]1.[ClH:19].[N:12](=[O:13])[O:14][C:15]([CH3:16])([CH3:17])[CH3:18].[O:20]1[CH2:21][CH2:22][CH2:23][CH2:24]1>>[C:1]([C:2]([CH2:3][CH3:4])=[N:12][OH:13])(=[O:5])[c:6]1[cH:7][cH:8][cH:9][cH:10][cH:11]1. The reactants are CCOC(C)=O, CC(C)(C)O, ClCCl, COc1cc(CO)c(Cl)c(OC)c1. Product: COc1cc(C=O)c(Cl)c(OC)c1. RXN SMILES: [CH3:19][CH2:20][O:21][C:22]([CH3:23])=[O:24].[CH3:1][C:2]([OH:3])([CH3:4])[CH3:5].[Cl:25][CH2:26][Cl:27].[Cl:6][c:7]1[c:8]([CH2:9][OH:10])[cH:11][c:12]([O:17][CH3:18])[cH:13][c:14]1[O:15][CH3:16]>>[Cl:6][c:7]1[c:8]([CH:9]=[O:10])[cH:11][c:12]([O:17][CH3:18])[cH:13][c:14]1[O:15][CH3:16]. Reactants: C(C)OC([C@H](CC1=CC=C(C=C1)OCC(=O)O)OC)=O ((2S)-3-(4-carboxymethoxy-phenyl)-2-methoxy-propionic acid ethyl ester), C(C)N(CCN)C=1C=C(C=CC1)C (N1-ethyl-N1-m-tolyl-ethane-1,2-diamine), C(C)O[C@H](C(=O)O)CC1=CC=C(C=C1)O[C@H](C)C(NCCC1=CC=C(C=C1)OC1=CC=CC=C1)=O ((2S,1R)-2-ethoxy-3-(4-{1-[2-(4-phenoxy-phenyl)-ethylcarbamoyl]-ethoxy}-phenyl)-propionic acid). The product is C(C)N(CCNC(=O)COC1=CC=C(C=C1)C[C@@H](C(=O)O)OC)C=1C=C(C=CC1)C ((2S)-3-(4-{[2-(ethyl-m-tolyl-amino)-ethylcarbamoyl]-methoxy}-phenyl)-2-methoxy-propionic acid). RXN SMILES: C([O:3][C:4](=[O:20])[C@@H:5]([O:18][CH3:19])[CH2:6][C:7]1[CH:12]=[CH:11][C:10]([O:13][CH2:14][C:15]([OH:17])=O)=[CH:9][CH:8]=1)C.[CH2:21]([N:23]([C:27]1[CH:28]=[C:29]([CH3:33])[CH:30]=[CH:31][CH:32]=1)[CH2:24][CH2:25][NH2:26])[CH3:22].C(O[C@@H](CC1C=CC(O[C@@H](C(=O)NCCC2C=CC(OC3C=CC=CC=3)=CC=2)C)=CC=1)C(O)=O)C>>[CH2:21]([N:23]([C:27]1[CH:28]=[C:29]([CH3:33])[CH:30]=[CH:31][CH:32]=1)[CH2:24][CH2:25][NH:26][C:15]([CH2:14][O:13][C:10]1[CH:9]=[CH:8][C:7]([CH2:6][C@H:5]([O:18][CH3:19])[C:4]([OH:3])=[O:20])=[CH:12][CH:11]=1)=[O:17])[CH3:22]. Procedure details: The title compound was prepared from (2S)-3-(4-carboxymethoxy-phenyl)-2-methoxy-propionic acid ethyl ester (PREPARATION 3, step 2) and N1-ethyl-N1-m-tolyl-ethane-1,2-diamine via the same procedure used for the preparation of (2S,1R)-2-ethoxy-3-(4-{1-[2-(4-phenoxy-phenyl)-ethylcarbamoyl]-ethoxy}-phenyl)-propionic acid (Example 1, step 3) to produce a colorless oil. MS (ES) for C23H30N2O5 [M+H]+: 414. The reactants are C(C)NC1=C(C=CC(=C1)OC)C1CC2=CC=C(C=C2CC1)OC (ethyl[5-methoxy-2-(6-methoxy-1,2,3,4-tetrahydronaphthalen-2-yl)phenyl]amine), Cl.N1(CCCCCC1)CCOC1=C(C=C(C(=O)Cl)C=C1)F (4-(2-azepan-1-ylethoxy)-3-fluorobenzoyl chloride hydrochloride). Product: N1(CCCCCC1)CCOC1=C(C=C(CCCNC2=C(C=CC(=C2)O)C2CC=3C=CC(=CC3CC2)O)C=C1)F (6-{2-{[4-(2-Azepan-1-ylethoxy)-3-fluorobenzyl]ethylamino}-4-hydroxyphenyl}-5,6,7,8-tetrahydronaphthalen-2-ol). Isolated yield 49.7%. RXN SMILES: [CH2:1]([NH:3][C:4]1[CH:9]=[C:8]([O:10]C)[CH:7]=[CH:6][C:5]=1[CH:12]1[CH2:21][CH2:20][C:19]2[C:14](=[CH:15][CH:16]=[C:17]([O:22]C)[CH:18]=2)[CH2:13]1)[CH3:2].Cl.[N:25]1([CH2:32][CH2:33][O:34][C:35]2[CH:43]=[CH:42][C:38]([C:39](Cl)=O)=[CH:37][C:36]=2[F:44])[CH2:31][CH2:30][CH2:29][CH2:28][CH2:27][CH2:26]1>>[N:25]1([CH2:32][CH2:33][O:34][C:35]2[CH:43]=[CH:42][C:38]([CH2:39][CH2:2][CH2:1][NH:3][C:4]3[CH:9]=[C:8]([OH:10])[CH:7]=[CH:6][C:5]=3[CH:12]3[CH2:21][CH2:20][C:19]4[CH:18]=[C:17]([OH:22])[CH:16]=[CH:15][C:14]=4[CH2:13]3)=[CH:37][C:36]=2[F:44])[CH2:31][CH2:30][CH2:29][CH2:28][CH2:27][CH2:26]1 |f:1.2|. Procedure details: Synthesized from ethyl[5-methoxy-2-(6-methoxy-1,2,3,4-tetrahydronaphthalen-2-yl)phenyl]amine (400 mg) and 4-(2-azepan-1-ylethoxy)-3-fluorobenzoyl chloride hydrochloride (560 mg) according to an analogous synthetic method to Example 187, the title compound (340 mg) was obtained.